From a dataset of the Open Reaction Database (ORD), a public repository of structured organic reaction records. describe an organic reaction: reactants, conditions, products, and yield The reactants are NC1=CC=C(C=C1)C1=CC(=NC(=C1)C1=CC=CC=C1)OCCCCCC(=O)OCC (ethyl 6-{[4-(4-aminophenyl)-6-phenyl-2-pyridyl]-oxy}hexanoate), [OH-].[K+] (potassium hydroxide), C(C)O (ethanol). Solvent: O (water). The product is NC1=CC=C(C=C1)C1=CC(=NC(=C1)C1=CC=CC=C1)OCCCCCC(=O)O (6-{[4-(4-aminophenyl)-6-phenyl-2-pyridyl]oxy}hexanoic acid). RXN SMILES: [NH2:1][C:2]1[CH:7]=[CH:6][C:5]([C:8]2[CH:13]=[C:12]([C:14]3[CH:19]=[CH:18][CH:17]=[CH:16][CH:15]=3)[N:11]=[C:10]([O:20][CH2:21][CH2:22][CH2:23][CH2:24][CH2:25][C:26]([O:28]CC)=[O:27])[CH:9]=2)=[CH:4][CH:3]=1.[OH-].[K+].C(O)C>O>[NH2:1][C:2]1[CH:7]=[CH:6][C:5]([C:8]2[CH:13]=[C:12]([C:14]3[CH:19]=[CH:18][CH:17]=[CH:16][CH:15]=3)[N:11]=[C:10]([O:20][CH2:21][CH2:22][CH2:23][CH2:24][CH2:25][C:26]([OH:28])=[O:27])[CH:9]=2)=[CH:4][CH:3]=1 |f:1.2|. Procedure: The procedure in Example 4 is followed but using ethyl 6-{[4-(4-aminophenyl)-6-phenyl-2-pyridyl]-oxy}hexanoate (3.9 g), potassium hydroxide pellets (0.81 g) dissolved in distilled water (10 cc), and ethanol (150 cc). The reaction mixture is refluxed for 2 hours. The product is purified by recrystallization in toluene (70 cc) to obtain 6-{[4-(4-aminophenyl)-6-phenyl-2-pyridyl]oxy}hexanoic acid as yellowish crystals; (m.p.=131°-133° C.) Reactants: C(Cl)Cl (methylene chloride), OC1C(C(N2[C@H]1C(C2=O)NC(COC2=CC=CC=C2)=O)C(=O)OC(C2=CC=CC=C2)C2=CC=CC=C2)C (benzhydryl 1-hydroxy-2-methyl-6-(2-phenoxyacetamido)carbapenam-3-carboxylate), N1=CC=CC=C1 (Pyridine), C(C)(=O)OC(C)=O (acetic anhydride). Reagents/catalysts: CN(C1=CC=NC=C1)C (4-dimethylaminopyridine). The solvent is C(Cl)(Cl)Cl (chloroform), C(C)(=O)OCC (ethyl acetate). Conditions: temperature -10 celsius, time 1 hour. Product: C(C)(=O)OC1C(C(N2[C@H]1C(C2=O)NC(COC2=CC=CC=C2)=O)C(=O)OC(C2=CC=CC=C2)C2=CC=CC=C2)C (benzhydryl 1-acetoxy-2-methyl-6-(2-phenoxyacetamido)carbapenam-3-carboxylate). As a reaction SMILES: C(Cl)Cl.[OH:4][CH:5]1[C@@H:9]2[CH:10]([NH:13][C:14](=[O:23])[CH2:15][O:16][C:17]3[CH:22]=[CH:21][CH:20]=[CH:19][CH:18]=3)[C:11](=[O:12])[N:8]2[CH:7]([C:24]([O:26][CH:27]([C:34]2[CH:39]=[CH:38][CH:37]=[CH:36][CH:35]=2)[C:28]2[CH:33]=[CH:32][CH:31]=[CH:30][CH:29]=2)=[O:25])[CH:6]1[CH3:40].N1C=CC=CC=1.[C:47](OC(=O)C)(=[O:49])[CH3:48]>CN(C)C1C=CN=CC=1.C(OCC)(=O)C.C(Cl)(Cl)Cl>[C:47]([O:4][CH:5]1[C@@H:9]2[CH:10]([NH:13][C:14](=[O:23])[CH2:15][O:16][C:17]3[CH:18]=[CH:19][CH:20]=[CH:21][CH:22]=3)[C:11](=[O:12])[N:8]2[CH:7]([C:24]([O:26][CH:27]([C:34]2[CH:39]=[CH:38][CH:37]=[CH:36][CH:35]=2)[C:28]2[CH:29]=[CH:30][CH:31]=[CH:32][CH:33]=2)=[O:25])[CH:6]1[CH3:40])(=[O:49])[CH3:48]. Reported procedure: The washed, dried methylene chloride solution of benzhydryl 1-hydroxy-2-methyl-6-(2-phenoxyacetamido)carbapenam-3-carboxylate, freshly prepared according to Example 22 was cooled to -10° C. Pyridine (22 mg., 0.28 mmole), acetic anhydride (29 mg., 0.28 mmole) and 4-dimethylaminopyridine (3.4 mg., 0.028 mmoles) were added in sequence. After stirring for 1 hour at -10° C., tlc (4:1 chloroform:ethyl acetate) indicated acetylation was complete. The reaction mixture was evaporated to dryness in vacuo ... Starting materials: CC1(OC[C@H](O1)CON1C(C=2C(C1=O)=CC=CC2)=O)C ((S)-N-(2,2-Dimethyl-1,3-dioxolan-4-ylmethoxy)phthalimide), CNN (N-methylhydrazine). Run in ClCCl (dichloromethane). Conditions: temperature 25 celsius, time 2 hour. Yields the product CC1(OC[C@H](O1)CON)C ((S)-2,2-Dimethyl-1,3-dioxolan-4-ylmethoxyamine). Isolated yield 90.6%. As a reaction SMILES: [CH3:1][C:2]1([CH3:20])[O:6][C@H:5]([CH2:7][O:8][N:9]2C(=O)C3=CC=CC=C3C2=O)[CH2:4][O:3]1.CNN>ClCCl>[CH3:1][C:2]1([CH3:20])[O:6][C@H:5]([CH2:7][O:8][NH2:9])[CH2:4][O:3]1. Reported procedure: A mixture of (S)-N-(2,2-Dimethyl-1,3-dioxolan-4-ylmethoxy)phthalimide (10 g, 36 mmol), and N-methylhydrazine (3.32 g, 72 mmol) in dichloromethane (150 ml) was stirred at 25° C. for 2 h. The reaction was filtered, evaporated to dryness and the residue suspended in ether. The suspension was filtered and evaporated and the residue chromatographed in ethyl acetate affording (S)-2,2-Dimethyl-1,3-dioxolan-4-ylmethoxyamine (4.8 g, 91%) as a clear liquid [α]D25 -2.4° (0.49 in MeOH); υmax (film) 3550, 33... Starting materials: CC(=O)OC(C)=O, CN(C)C=O, N#CC(Cl)(Cl)C(O)COCCCCOc1c(Cl)cc(OCC=C(Cl)Cl)cc1Cl, Cl, [Zn], c1ccncc1. Product: N#CC(Cl)=CCOCCCCOc1c(Cl)cc(OCC=C(Cl)Cl)cc1Cl. Reaction SMILES: [CH3:35][C:36]([O:37][C:38](=[O:39])[CH3:40])=[O:41].[CH3:44][N:45]([CH3:46])[CH:47]=[O:48].[Cl:1][c:2]1[cH:3][c:4]([O:23][CH2:24][CH:25]=[C:26]([Cl:27])[Cl:28])[cH:5][c:6]([Cl:22])[c:7]1[O:8][CH2:9][CH2:10][CH2:11][CH2:12][O:13][CH2:14][CH:15]([C:16]([Cl:17])([C:19]#[N:20])[Cl:21])[OH:18].[ClH:42].[Zn:43].[cH:29]1[cH:30][cH:31][n:32][cH:33][cH:34]1>>[Cl:1][c:2]1[cH:3][c:4]([O:23][CH2:24][CH:25]=[C:26]([Cl:27])[Cl:28])[cH:5][c:6]([Cl:22])[c:7]1[O:8][CH2:9][CH2:10][CH2:11][CH2:12][O:13][CH2:14][CH:15]=[C:16]([Cl:17])[C:19]#[N:20]. The reactants are FC(C(=O)C1=C(C=C(C=C1)F)F)(F)F (2,2,2,2′,4′-pentafluoroacetophenone), ClC=1C=C(CN)C=C(C1)Cl (3,5-dichlorobenzylamine), C(C)(C)N(C(C)C)CC (N,N-diisopropylethylamine). Run in C(C)#N (acetonitrile). Product: ClC=1C=C(CNC2=C(C=CC(=C2)F)C(C(F)(F)F)=O)C=C(C1)Cl (1-(2-(3,5-Dichlorobenzylamino)-4-fluorophenyl)-2,2,2-trifluoroethanone). Isolated yield 42.6%. Reaction SMILES: [F:1][C:2]([F:14])([F:13])[C:3]([C:5]1[CH:10]=[CH:9][C:8]([F:11])=[CH:7][C:6]=1F)=[O:4].[Cl:15][C:16]1[CH:17]=[C:18]([CH:21]=[C:22]([Cl:24])[CH:23]=1)[CH2:19][NH2:20].C(N(CC)C(C)C)(C)C>C(#N)C>[Cl:15][C:16]1[CH:17]=[C:18]([CH:21]=[C:22]([Cl:24])[CH:23]=1)[CH2:19][NH:20][C:6]1[CH:7]=[C:8]([F:11])[CH:9]=[CH:10][C:5]=1[C:3](=[O:4])[C:2]([F:14])([F:13])[F:1]. Reported procedure: A mixture of 2,2,2,2′,4′-pentafluoroacetophenone (1.05 g, 5.0 mmol), 3,5-dichlorobenzylamine (0.88 g, 5.0 mmol), N,N-diisopropylethylamine (1.7 mL, 10.0 mmol) and acetonitrile (25 mL) was heated at reflux for 18 h, cooled and concentrated in vacuo. The residue was dissolved in ethyl acetate; this solution was washed with water, dried over Na2SO4 and concentrated in vacuo. The residue was purified by flash column chromatography on silica gel using 5% ethyl acetate in hexanes as eluent to yield th... Reactants: C1N[C@H](CC2=CC=CC=C12)C(=O)N[C@@H](C)C1=CC=C(C(=O)OC)C=C1 (methyl 4-[(1S)-1-[[(3R)-1,2,3,4-tetrahydroisoquinoline-3-carbonyl]amino]ethyl]benzoate), C(C)(=O)O[BH-](OC(C)=O)OC(C)=O.[Na+] (sodium triacetoxyborohydride), N (ammonia). Run in O (water). Run at time 30 minute. Product: O(C1=CC=CC=C1)CCN1CC2=CC=CC=C2C[C@@H]1C(=O)N[C@@H](C)C1=CC=C(C(=O)OC)C=C1 (methyl 4-[(1S)-1-[[(3R)-2-(2-phenoxyethyl)-3,4-dihydro-1H-isoquinoline-3-carbonyl]amino]ethyl]benzoate). Isolated yield 147.6%. RXN SMILES: [CH2:1]1[C:10]2[C:5](=[CH:6][CH:7]=[CH:8][CH:9]=2)[CH2:4][C@H:3]([C:11]([NH:13][C@H:14]([C:16]2[CH:25]=[CH:24][C:19]([C:20]([O:22][CH3:23])=[O:21])=[CH:18][CH:17]=2)[CH3:15])=[O:12])[NH:2]1.C(O[BH-](O[C:36](=[O:38])[CH3:37])OC(=O)C)(=O)C.[Na+].N>O>[O:38]([CH2:36][CH2:37][N:2]1[C@@H:3]([C:11]([NH:13][C@H:14]([C:16]2[CH:17]=[CH:18][C:19]([C:20]([O:22][CH3:23])=[O:21])=[CH:24][CH:25]=2)[CH3:15])=[O:12])[CH2:4][C:5]2[C:10](=[CH:9][CH:8]=[CH:7][CH:6]=2)[CH2:1]1)[C:5]1[CH:10]=[CH:9][CH:8]=[CH:7][CH:6]=1 |f:1.2|. Reported procedure: To a stirring mixture of silica gel (200 g, 3.33 mol) and dichloromethane (1100 mL) at 22° C., add a solution of sodium periodate (56.2 g, 260 mmol) in water (352 mL) in a dropwise fashion. After the end of the addition, stir the mixture for an additional 30 minutes, then add 3-phenoxyl-1,2-propanediol (34.5 g, 195 mmol), resulting in a slight exotherm. Stir the mixture for an additional 30 minutes, then filter to remove the solids, discard the aqueous layer, and dry the organic layer over MgSO4... Reactants: C(=O)(C(F)(F)F)O (TFA), C1(CCCC1)N1C2=C(C3=C1N=C(N=C3)N)C=CN=C2 (9-Cyclopentyl-9H-pyrido[4′,3′:4,5]pyrrolo[2,3-d]pyrimidin-2-amine), ClC1=CC=C(C=N1)S(=O)(=O)N1CCC(CC1)N(C)C (1-(6-Chloropyridin-3-ylsulfonyl)-N,N-dimethylpiperidin-4-amine). Yields the product C1(CCCC1)N1C2=C(C3=C1N=C(N=C3)NC3=NC=C(C=C3)S(=O)(=O)N3CCC(CC3)N(C)C)C=CN=C2 (9-cyclopentyl-N-(5-((4-(dimethylamino)-1-piperidinyl)sulfonyl)-2-pyridinyl)-9H-pyrido[4′,3′:4,5]pyrrolo[2,3-d]pyrimidin-2-amine). Reaction SMILES: C(O)(C(F)(F)F)=O.[CH:8]1([N:13]2[C:17]3[N:18]=[C:19]([NH2:22])[N:20]=[CH:21][C:16]=3[C:15]3[CH:23]=[CH:24][N:25]=[CH:26][C:14]2=3)[CH2:12][CH2:11][CH2:10][CH2:9]1.Cl[C:28]1[N:33]=[CH:32][C:31]([S:34]([N:37]2[CH2:42][CH2:41][CH:40]([N:43]([CH3:45])[CH3:44])[CH2:39][CH2:38]2)(=[O:36])=[O:35])=[CH:30][CH:29]=1>>[CH:8]1([N:13]2[C:17]3[N:18]=[C:19]([NH:22][C:28]4[CH:29]=[CH:30][C:31]([S:34]([N:37]5[CH2:42][CH2:41][CH:40]([N:43]([CH3:45])[CH3:44])[CH2:39][CH2:38]5)(=[O:35])=[O:36])=[CH:32][N:33]=4)[N:20]=[CH:21][C:16]=3[C:15]3[CH:23]=[CH:24][N:25]=[CH:26][C:14]2=3)[CH2:9][CH2:10][CH2:11][CH2:12]1. Reported procedure: Compound 362 was prepared as an off-white solid (TFA salt) from compound 4 and compound 363 using chemistry similar to that described in example 200. 1H NMR (400 MHz, CD3OD) δ ppm 9.56 (1 H, s), 9.25 (1 H, s), 8.66-8.75 (2 H, m), 8.58 (2 H, s), 8.18 (1 H, dd, J=8.8, 2.5 Hz), 5.50 (1 H, quin, J=8.8 Hz), 4.01 (2 H, d, J=12.5 Hz), 3.22 (1 H, tt, J=12.1, 3.8 Hz), 2.86 (6 H, s), 2.44-2.60 (4 H, m), 2.12-2.35 (6 H, m), 1.74-2.01 (4 H, m). LCMS-ESI (POS), M/Z, M+1: Found 521.2.